From a dataset of the Open Reaction Database (ORD), a public repository of structured organic reaction records. describe an organic reaction: reactants, conditions, products, and yield Starting materials: FC=1C=C(C=CC1C)C=1C=C(C(N(N1)CC(C)C)=O)COS(=O)(=O)C (6-(3-fluoro-4-methylphenyl)-2-isobutyl-4-methanesulfonyloxymethyl-2H-pyridazin-3-one), FC=1C=C(C=CC1F)C=1C=C(C(N(N1)CC(C)C)=O)CO (6-(3,4-difluorophenyl)-4-hydroxymethyl-2-isobutyl-2H-pyridazin-3-one). Yields the product FC=1C=C(C=CC1F)C=1C=C(C(N(N1)CC(C)C)=O)COS(=O)(=O)C (6-(3,4-difluorophenyl)-2-isobutyl-4-methanesulfonyloxymethyl-2H-pyridazin-3-one). The yield is 81.4%. Reaction SMILES: [F:1][C:2]1[CH:3]=[C:4]([C:9]2[CH:10]=[C:11]([CH2:20][O:21][S:22]([CH3:25])(=[O:24])=[O:23])[C:12](=[O:19])[N:13]([CH2:15][CH:16]([CH3:18])[CH3:17])[N:14]=2)[CH:5]=[CH:6][C:7]=1C.[F:26]C1C=C(C2C=C(CO)C(=O)N(CC(C)C)N=2)C=CC=1F>>[F:1][C:2]1[CH:3]=[C:4]([C:9]2[CH:10]=[C:11]([CH2:20][O:21][S:22]([CH3:25])(=[O:24])=[O:23])[C:12](=[O:19])[N:13]([CH2:15][CH:16]([CH3:18])[CH3:17])[N:14]=2)[CH:5]=[CH:6][C:7]=1[F:26]. Procedure: Following the procedure of Example 1 (9), 6-(3,4-difluorophenyl)-4-hydroxymethyl-2-isobutyl-2H-pyridazin-3-one was reacted to yield the title compound as colorless fine-needles (yield: 81.4%). Reactants: CO, NN, O, O=C1c2ccccc2C(=O)N1CCCCCCCCCCCCO. Product: NCCCCCCCCCCCCO. Reaction SMILES: [CH3:28][OH:29].[NH2:26][NH2:27].[OH2:25].[OH:1][CH2:2][CH2:3][CH2:4][CH2:5][CH2:6][CH2:7][CH2:8][CH2:9][CH2:10][CH2:11][CH2:12][CH2:13][N:14]1[C:15](=[O:16])[c:17]2[cH:18][cH:19][cH:20][cH:21][c:22]2[C:23]1=[O:24]>>[OH:1][CH2:2][CH2:3][CH2:4][CH2:5][CH2:6][CH2:7][CH2:8][CH2:9][CH2:10][CH2:11][CH2:12][CH2:13][NH2:14]. Reactants: ClCCl, CSc1ccc(C(CC2CCCC2)C(=O)Nc2nccs2)cc1, O=C(OO)c1cccc(Cl)c1. Yields the product CS(=O)c1ccc(C(CC2CCCC2)C(=O)Nc2nccs2)cc1. RXN SMILES: [CH2:35]([Cl:36])[Cl:37].[CH:1]1([CH2:6][CH:7]([C:8](=[O:9])[NH:10][c:11]2[s:12][cH:13][cH:14][n:15]2)[c:16]2[cH:17][cH:18][c:19]([S:22][CH3:23])[cH:20][cH:21]2)[CH2:2][CH2:3][CH2:4][CH2:5]1.[OH:24][O:25][C:26]([c:27]1[cH:28][c:29]([Cl:30])[cH:31][cH:32][cH:33]1)=[O:34]>>[CH:1]1([CH2:6][CH:7]([C:8](=[O:9])[NH:10][c:11]2[s:12][cH:13][cH:14][n:15]2)[c:16]2[cH:17][cH:18][c:19]([S:22]([CH3:23])=[O:24])[cH:20][cH:21]2)[CH2:2][CH2:3][CH2:4][CH2:5]1. Starting materials: FC1=CC=C(C=C1)N1C(=NC=C1C(=O)O)C1=C(C(=CC=C1F)F)F (1-(4-Fluorophenyl)-2-(2,3,6-trifluorophenyl)-1H-imidazole-5-carboxylic acid), FC1=CC=C(C=C1)N1C(=NC=C1C=O)C(CC1=C(C(=CC=C1F)F)F)(C)C (1-(4-fluorophenyl)-2-(2-methyl-1-(2,3,6-trifluorophenyl)propan-2-yl)-1H-imidazole-5-carbaldehyde), CC(C)=CC (2-methyl-2-butene), Cl(=O)[O-].[Na+] (sodium chlorite), OP(=O)(O)[O-].[Na+] (sodium phosphate mono-basic). Solvent: O (water), C(C)(C)(C)O (tert-butanol). Product: FC1=CC=C(C=C1)N1C(=NC=C1C(=O)O)C(CC1=C(C(=CC=C1F)F)F)(C)C (1-(4-Fluorophenyl)-2-(2-methyl-1-(2,3,6-trifluorophenyl)propan-2-yl)-1H-imidazole-5-carboxylic acid). Reaction SMILES: [F:1][C:2]1[CH:7]=[CH:6][C:5]([N:8]2[C:12]([C:13]([OH:15])=[O:14])=[CH:11][N:10]=[C:9]2C2C(F)=CC=C(F)C=2F)=[CH:4][CH:3]=1.FC1C=CC(N2C(C=O)=CN=[C:33]2[C:39](C)([CH3:50])[CH2:40][C:41]2[C:46]([F:47])=[CH:45][CH:44]=[C:43]([F:48])[C:42]=2[F:49])=CC=1.CC(=CC)C.Cl([O-])=O.[Na+].OP([O-])(O)=O.[Na+]>O.C(O)(C)(C)C>[F:1][C:2]1[CH:7]=[CH:6][C:5]([N:8]2[C:12]([C:13]([OH:15])=[O:14])=[CH:11][N:10]=[C:9]2[C:39]([CH3:50])([CH3:33])[CH2:40][C:41]2[C:46]([F:47])=[CH:45][CH:44]=[C:43]([F:48])[C:42]=2[F:49])=[CH:4][CH:3]=1 |f:3.4,5.6|. Procedure details: 1-(4-fluorophenyl)-2-(2-methyl-1-(2,3,6-trifluorophenyl)propan-2-yl)-1H-imidazole-5-carboxylic acid (37) was prepared in a similar manner as that described for the synthesis of compound 27 using 1-(4-fluorophenyl)-2-(2-methyl-1-(2,3,6-trifluorophenyl)propan-2-yl)-1H-imidazole-5-carbaldehyde (36) (59.2 mg, 0.16 mmol), 2-methyl-2-butene (2M in THF, 0.53 mL, 1.05 mmol), sodium chlorite (80%, 59.6 mg, 1.6 mmol), sodium phosphate mono-basic (14.7 mg, 0.12 mmol), tert-butanol (1.6 mL), and water (0.8 ...